This data is from the Open Reaction Database (ORD), a public repository of structured organic reaction records. The task is: describe an organic reaction: reactants, conditions, products, and yield The reactants are NC=1SC=CC1CC(=O)OCC (Ethyl 2-aminothiophene-3-acetate), C[Al](C)C (trimethylaluminium). Solvent: O1CCCC1 (tetrahydrofuran). Product: S1C=CC2=C1NC(C2)=O (4,6-dihydrothieno[2,3-b]pyrrol-5-one). Isolated yield 59.9%. As a reaction SMILES: [NH2:1][C:2]1[S:3][CH:4]=[CH:5][C:6]=1[CH2:7][C:8]([O:10]CC)=O.C[Al](C)C>O1CCCC1>[S:3]1[C:2]2[NH:1][C:8](=[O:10])[CH2:7][C:6]=2[CH:5]=[CH:4]1. Procedure details: Ethyl 2-aminothiophene-3-acetate (100 mg, 0.54 mmol) was dissolved in dry tetrahydrofuran (5 ml) and treated at −78° C. with trimethylaluminium (2M in n-heptane, 0.59 mmol). The reaction mixture was allowed to warm slowly to room temperature over 4 hours, cooled to 0° C. and quenched with saturated aqueous ammonium chloride solution. The solution was extracted with ethyl acetate and the organic phase dried over magnesium sulfate, evaporated to dryness and the residue chromatographed on silica ge... Starting materials: Cl.O(C1=CC=CC=C1)C1=CC(=C(N)C(=C1)C(C)C)C(C)C (4-phenoxy-2,6-diisopropylaniline hydrochloride), Cl (hydrochloric acid), Cl (hydrochloric acid), [S-]C#N.[Na+] (sodium thiocyanate), O (water). Run in CC=1C=CC=CC1C (o-xylene). The product is O(C1=CC=CC=C1)C1=CC(=C(C(=C1)C(C)C)NC(=S)N)C(C)C (N-(4-phenoxy-2,6-diisopropylphenyl)thiourea). The yield is 95.9%. RXN SMILES: Cl.[O:2]([C:9]1[CH:15]=[C:14]([CH:16]([CH3:18])[CH3:17])[C:12]([NH2:13])=[C:11]([CH:19]([CH3:21])[CH3:20])[CH:10]=1)[C:3]1[CH:8]=[CH:7][CH:6]=[CH:5][CH:4]=1.[S-:22][C:23]#[N:24].[Na+].O.Cl>CC1C=CC=CC=1C>[O:2]([C:9]1[CH:10]=[C:11]([CH:19]([CH3:21])[CH3:20])[C:12]([NH:13][C:23]([NH2:24])=[S:22])=[C:14]([CH:16]([CH3:17])[CH3:18])[CH:15]=1)[C:3]1[CH:4]=[CH:5][CH:6]=[CH:7][CH:8]=1 |f:0.1,2.3|. Procedure: 305 g (1 mol) of 4-phenoxy-2,6-diisopropylaniline hydrochloride, 97 g (1.2 mol) of sodium thiocyanate, 10 ml of water and 10 ml of concentrated hydrochloric acid are suspended in 800 ml of o-xylene. The mixture is heated to 90° C. over 6 hours, during which time 2 ml of concentrated hydrochloric acid are added after 3 hours and then after each further hour. Thereafter the reaction mixture is cooled to room temperature and the product is isolated by filtration, washed with water and dried, giving... Starting materials: CC(=CCOC1=CC=C(OCCO)C=C1)C (2[4-(3-methyl-2-butenoxy)phenoxy]ethanol), C(C)(C)C(C)(C)N=C=O (isopropyl isopropyl isocyanate). Product: C(C)(C)NC(OCCOC1=CC=C(C=C1)OCC=C(C)C)=O (O-2-[4-(3-methyl-2-butenoxy)phenoxy]ethyl N-isopropylcarbamate). RXN SMILES: [CH3:1][C:2]([CH3:16])=[CH:3][CH2:4][O:5][C:6]1[CH:15]=[CH:14][C:9]([O:10][CH2:11][CH2:12][OH:13])=[CH:8][CH:7]=1.[CH:17]([C:20]([N:23]=[C:24]=[O:25])(C)[CH3:21])(C)C>>[CH:20]([NH:23][C:24](=[O:25])[O:13][CH2:12][CH2:11][O:10][C:9]1[CH:14]=[CH:15][C:6]([O:5][CH2:4][CH:3]=[C:2]([CH3:16])[CH3:1])=[CH:7][CH:8]=1)([CH3:21])[CH3:17]. Procedure: Following the procedure of Example 9, 2[4-(3-methyl-2-butenoxy)phenoxy]ethanol and isopropyl isopropyl isocyanate are reacted together to give O-2-[4-(3-methyl-2-butenoxy)phenoxy]ethyl N-isopropylcarbamate, MS, m/e 307 (M+). Reactants: CCOC(=O)c1ccccc1O, CN(C)c1ccncc1, COc1cc2nccc(Cl)c2cc1OC, Clc1ccccc1Cl. Product: CCOC(=O)c1ccccc1Oc1ccnc2cc(OC)c(OC)cc12. As a reaction SMILES: [C:16]([c:17]1[c:18]([OH:19])[cH:20][cH:21][cH:22][cH:23]1)(=[O:24])[O:25][CH2:26][CH3:27].[CH3:28][N:29]([CH3:30])[c:31]1[cH:32][cH:33][n:34][cH:35][cH:36]1.[Cl:1][c:2]1[cH:3][cH:4][n:5][c:6]2[cH:7][c:8]([O:14][CH3:15])[c:9]([O:12][CH3:13])[cH:10][c:11]12.[Cl:37][c:38]1[cH:39][cH:40][cH:41][cH:42][c:43]1[Cl:44]>>[c:2]1([O:19][c:18]2[c:17]([C:16](=[O:24])[O:25][CH2:26][CH3:27])[cH:23][cH:22][cH:21][cH:20]2)[cH:3][cH:4][n:5][c:6]2[cH:7][c:8]([O:14][CH3:15])[c:9]([O:12][CH3:13])[cH:10][c:11]12. The reactants are O1C(OCC1)N1NN(C(=N1)S(=O)(=O)C)C1=CC=C(C=C1)OC (3-[1,3]Dioxolan-2-yl(4-methoxy-phenyl)-5-methanesulfonyl-1H-tetrazole), C([O-])(O)=O.[Na+] (sodium bicarbonate). The solvent is [Cl-].[Na+].O (brine), O1CCCC1 (tetrahydrofuran), Cl (hydrochloric acid). Yields the product CS(=O)(=O)C1=NN=NN1C=1C=CC(=C(C=O)C1)OC (5-(5-Methanesulfonyl-tetrazol-1-yl)-2-methoxy-benzaldehyde). RXN SMILES: O1CCOC1[N:6]1[N:10]=[C:9]([S:11]([CH3:14])(=[O:13])=[O:12])[N:8]([C:15]2[CH:20]=[CH:19][C:18]([O:21][CH3:22])=[CH:17][CH:16]=2)[NH:7]1.[C:23](=O)(O)[O-:24].[Na+]>O1CCCC1.Cl.[Cl-].[Na+].O>[CH3:14][S:11]([C:9]1[N:8]([C:15]2[CH:16]=[CH:17][C:18]([O:21][CH3:22])=[C:19]([CH:20]=2)[CH:23]=[O:24])[N:7]=[N:6][N:10]=1)(=[O:12])=[O:13] |f:1.2,5.6.7|. Procedure: 1-(3-[1,3]Dioxolan-2-yl(4-methoxy-phenyl)-5-methanesulfonyl-1H-tetrazole (800 mg) in tetrahydrofuran (13 ml) and hydrochloric acid (2N, 7.5 ml) was stirred at room temperature for 1.5 h. The solution was basified with sodium bicarbonate solution (8%), saturated with brine (50 ml), extracted with ether (3×50 ml), dried (Na2SO4) and evaporated to give the title compound as an orange solid (307 mg). The reactants are IC1=CC(=C(C(=C1)C)C1=C(C=NC=C1C)C)C (4-(4-iodo-2,6-dimethyl-phenyl)-3,5-dimethyl-pyridine), C(=C)C1=CC=C(C=C1)C(C#N)C#N (2-(4-vinyl-phenyl)-malononitrile), C1=CC=C(C=C1)P(C2=CC=CC=C2)C3=CC=CC=C3 (PPh3). The reagents and catalysts are CC(=O)[O-].CC(=O)[O-].[Pd+2] (Pd(OAc)2). Reaction conditions: temperature 100 celsius, time 2 day. Yields the product CC=1C=NC=C(C1C1=C(C=C(C=C1C)C=CC1=CC=C(C=C1)C(C#N)C#N)C)C (2-(4-{2-[4-(3,5-dimethyl-pyridin-4-yl)-3,5-dimethyl-phenyl]-vinyl}-phenyl)-malononitrile). Yield: 55.4%. Reaction SMILES: I[C:2]1[CH:7]=[C:6]([CH3:8])[C:5]([C:9]2[C:14]([CH3:15])=[CH:13][N:12]=[CH:11][C:10]=2[CH3:16])=[C:4]([CH3:17])[CH:3]=1.[CH:18]([C:20]1[CH:25]=[CH:24][C:23]([CH:26]([C:29]#[N:30])[C:27]#[N:28])=[CH:22][CH:21]=1)=[CH2:19].C1C=CC(P(C2C=CC=CC=2)C2C=CC=CC=2)=CC=1>CC([O-])=O.CC([O-])=O.[Pd+2]>[CH3:16][C:10]1[CH:11]=[N:12][CH:13]=[C:14]([CH3:15])[C:9]=1[C:5]1[C:6]([CH3:8])=[CH:7][C:2]([CH:19]=[CH:18][C:20]2[CH:25]=[CH:24][C:23]([CH:26]([C:27]#[N:28])[C:29]#[N:30])=[CH:22][CH:21]=2)=[CH:3][C:4]=1[CH3:17] |f:3.4.5|. Procedure details: A flame-dried sealable Schlenk tube was charged with 11 (3.37 g, 10.0 mmol), 18 (2.52 g, 15.0 mmol), Pd(OAc)2 (224 mg, 1.00 mmol), and PPh3 (262 mg, 1.00 mmol), evacuated, and then backfilled with N2. Next, dry Et3N (5 mL) and dry DMF (10 mL) were added under an N2 flow. The Schlenk tube was sealed, and the mixture was degassed by 3 freeze-thaw cycles and backfilled with N2. The mixture was then covered with aluminum foil and stirred at 100° C. for 2 days. The reaction mixture was next cooled to...